describe an organic reaction: reactants, conditions, products, and yield From a dataset of the Open Reaction Database (ORD), a public repository of structured organic reaction records. Reactants: BrN1C(CCC1=O)=O (N-Bromosuccinimide), C1(=CC=CS1)CN1C=2N=C(NC(C2N=C1)=O)N (9-(2-thenyl)guanine). Run in O (water), CN(C)C=O (DMF). Conditions: temperature 0 celsius, time 30 minute. Product: BrC=1N(C=2N=C(NC(C2N1)=O)N)CC=1SC=CC1 (8-Bromo-9-(2-thienylmethyl)guanine). RXN SMILES: [Br:1]N1C(=O)CCC1=O.[C:9]1([CH2:14][N:15]2[CH:23]=[N:22][C:21]3[C:20](=[O:24])[NH:19][C:18]([NH2:25])=[N:17][C:16]2=3)[S:13][CH:12]=[CH:11][CH:10]=1>CN(C=O)C.O>[Br:1][C:23]1[N:15]([CH2:14][C:9]2[S:13][CH:12]=[CH:11][CH:10]=2)[C:16]2[N:17]=[C:18]([NH2:25])[NH:19][C:20](=[O:24])[C:21]=2[N:22]=1. Reported procedure: N-Bromosuccinimide (2.82 g; 15.7 mmol) was added to a cold (0° C. suspension of 9-(2-thenyl)guanine (3.5 g; 14.1 mmol) in DMF (100 ml) and the mixture was stirred for 30 minutes at 0° C. and then at room temperature for 24 hours. The reaction mixture was then diluted with 75 ml of water and filtered. Recrystallization of the product from DMF gave the analytical sample, yield 3.1 g; mp 294°-295° C. (dec). The reactants are CC(C)(C)OC(=O)NC1(c2ccc(-c3c(-c4ccccc4)oc4c(-c5cn[nH]c5)nccc4c3=O)cc2)CCC1, CO, Cl, O=C(O)C(F)(F)F, NC1(c2ccc(-c3c(-c4ccccc4)oc4ccc(F)cc4c3=O)cc2)CCC1, O. Product: Cl, NC1(c2ccc(-c3c(-c4ccccc4)oc4c(-c5cn[nH]c5)nccc4c3=O)cc2)CCC1. RXN SMILES: [C:30]([O:31][C:32](=[O:33])[NH:36][C:37]1([c:41]2[cH:42][cH:43][c:44](-[c:47]3[c:48](=[O:68])[c:49]4[c:50]([c:51](-[c:55]5[cH:56][n:57][nH:58][cH:59]5)[n:52][cH:53][cH:54]4)[o:60][c:61]3-[c:62]3[cH:63][cH:64][cH:65][cH:66][cH:67]3)[cH:45][cH:46]2)[CH2:38][CH2:39][CH2:40]1)([CH3:34])([CH3:35])[CH3:69].[CH3:78][OH:79].[ClH:77].[F:70][C:71]([F:72])([F:73])[C:74]([OH:75])=[O:76].[NH2:1][C:2]1([c:3]2[cH:4][cH:5][c:6](-[c:7]3[c:8](=[O:9])[c:10]4[c:11]([cH:12][cH:13][c:14]([F:15])[cH:16]4)[o:17][c:18]3-[c:19]3[cH:20][cH:21][cH:22][cH:23][cH:24]3)[cH:25][cH:26]2)[CH2:27][CH2:28][CH2:29]1.[OH2:80]>>[ClH:77].[NH2:36][C:37]1([c:41]2[cH:42][cH:43][c:44](-[c:47]3[c:48](=[O:68])[c:49]4[c:50]([c:51](-[c:55]5[cH:56][n:57][nH:58][cH:59]5)[n:52][cH:53][cH:54]4)[o:60][c:61]3-[c:62]3[cH:63][cH:64][cH:65][cH:66][cH:67]3)[cH:45][cH:46]2)[CH2:38][CH2:39][CH2:40]1.